From a dataset of the Open Reaction Database (ORD), a public repository of structured organic reaction records. describe an organic reaction: reactants, conditions, products, and yield Starting materials: C(Cl)Cl (Methylene chloride), O (water), C1OC2(CC3=CC[C@H]4[C@@H]5C[C@@H](C(=C(CO)NC=O)[C@]5(CC[C@@]4([C@]3(CC2)C)O)C)C)OC1 (3,3-ethylenedioxy-20-formamido-16β-methylpregna-5,17(20)-diene-9α,21-diol), N1=CC=CC=C1 (pyridine). The solvent is C(C)(=O)OC(C)=O (acetic anhydride). Yields the product C(C)(=O)OCC(=C1[C@H](C[C@H]2[C@@H]3CC=C4CC5(CC[C@]4(C)[C@]3(CC[C@]12C)O)OCCO5)C)NC=O (21-Acetoxy-3,3-ethylenedioxy-20-formamido-16β-methylpregna-5,17(20)-dien-9α-ol). As a reaction SMILES: [CH2:1]1[CH2:31][O:30][C:3]2([CH2:25][CH2:24][C@@:23]3([CH3:26])[C:5](=[CH:6][CH2:7][C@@H:8]4[C@:22]3([OH:27])[CH2:21][CH2:20][C@@:19]3([CH3:28])[C@H:9]4[CH2:10][C@H:11]([CH3:29])[C:12]3=[C:13]([NH:16][CH:17]=[O:18])[CH2:14][OH:15])[CH2:4]2)[O:2]1.C(Cl)Cl.[OH2:35].N1[CH:41]=[CH:40]C=CC=1>C(OC(=O)C)(=O)C>[C:40]([O:15][CH2:14][C:13]([NH:16][CH:17]=[O:18])=[C:12]1[C@:19]2([CH3:28])[C@H:9]([C@H:8]3[C@:22]([OH:27])([CH2:21][CH2:20]2)[C@:23]2([CH3:26])[C:5]([CH2:4][C:3]4([O:2][CH2:1][CH2:31][O:30]4)[CH2:25][CH2:24]2)=[CH:6][CH2:7]3)[CH2:10][C@@H:11]1[CH3:29])(=[O:35])[CH3:41]. Reported procedure: A solution of 3,3-ethylenedioxy-20-formamido-16β-methylpregna-5,17(20)-diene-9α,21-diol (80 mg) in pyridine (0.25 ml) and acetic anhydride (0.12 ml) was stirred at room temperature for 7 hours after which TLC indicated the conversion to be complete. Methylene chloride and water were added to the reaction mixture. The organic phase was washed with water to neutral pH, dried and concentrated under reduced pressure to afford 50 mg of the title compound as a mixture of the two rotamer forms of the 2... Procedure details: 0.14 mole (39.5 g) of 4-benzyloxy-2,3-dimethyl-7-methoxyindole and 4 g of 10% palladium-on-charcoal in 120 ml of 96° ethanol to which have been added 80 ml of cyclohexane is heated under reflux. After 1 hour 30 minutes the catalyst is removed by hot filtration. The desired product is obtained by concentrating the filtrate to dryness. It is purified by dissolving it hot in isopropyl ether, filtering in the presence of charcoal and evaporating the filtrate to dryness. It melts at 164° C. The product is CC=1NC2=C(C=CC(=C2C1C)O)OC (2,3-dimethyl-4-hydroxy-7-methoxyindole). Starting materials: C(C1=CC=CC=C1)OC1=C2C(=C(NC2=C(C=C1)OC)C)C (4-benzyloxy-2,3-dimethyl-7-methoxyindole), C(C)O (ethanol). The solvent is C1CCCCC1 (cyclohexane). Reaction SMILES: C([O:8][C:9]1[CH:17]=[CH:16][C:15]([O:18][CH3:19])=[C:14]2[C:10]=1[C:11]([CH3:21])=[C:12]([CH3:20])[NH:13]2)C1C=CC=CC=1.C(O)C>[Pd].C1CCCCC1>[CH3:20][C:12]1[NH:13][C:14]2[C:10]([C:11]=1[CH3:21])=[C:9]([OH:8])[CH:17]=[CH:16][C:15]=2[O:18][CH3:19]. The reagents and catalysts are [Pd] (palladium-on-charcoal). The reactants are BrC1=C(C=CC=C1)O (2-bromophenol), CN(C=O)C (N,N-dimethylformamide), BrCC#N (2-bromoacetonitrile), C([O-])([O-])=O.[K+].[K+] (potassium carbonate). Run in CC(OCC)=O (EA). Reaction conditions: temperature 60 celsius, time 8 hour. Yields the product BrC1=C(OCC#N)C=CC=C1 (2-(2-Bromophenoxy)acetonitrile). Reaction SMILES: [Br:1][C:2]1[CH:7]=[CH:6][CH:5]=[CH:4][C:3]=1[OH:8].Br[CH2:10][C:11]#[N:12].C(=O)([O-])[O-].[K+].[K+].CN(C)C=O>CC(=O)OCC>[Br:1][C:2]1[CH:7]=[CH:6][CH:5]=[CH:4][C:3]=1[O:8][CH2:10][C:11]#[N:12] |f:2.3.4|. Procedure details: Into a 50-mL round-bottom flask, was placed 2-bromophenol (5.1 g, 29.48 mmol, 1.00 equiv), 2-bromoacetonitrile (5.3 g, 44.19 mmol, 1.50 equiv), potassium carbonate (8 g, 57.97 mmol, 2.00 equiv), N,N-dimethylformamide (20 mL). The resulting solution was stirred overnight at 60° C. in an oil bath. The resulting solution was diluted with 5×50 mL of EA. The organic layer was washed with 50 mL of H2O. Organic layers were collected and concentrated under vacuum. The residue was applied onto a silica g... Starting materials: Cc1cc2c(s1)Nc1ccccc1NC2=S, c1ccc(SCCC2CNCCN2)cc1, c1ccncc1. Yields the product Cc1cc2c(s1)Nc1ccccc1N=C2N1CCNC(CCSc2ccccc2)C1. RXN SMILES: [CH3:1][c:2]1[cH:3][c:4]2[c:10]([s:11]1)[NH:9][c:8]1[c:7]([cH:15][cH:14][cH:13][cH:12]1)[NH:6][C:5]2=[S:16].[c:17]1([S:23][CH2:24][CH2:25][CH:26]2[NH:27][CH2:28][CH2:29][NH:30][CH2:31]2)[cH:18][cH:19][cH:20][cH:21][cH:22]1.[cH:32]1[cH:33][cH:34][n:35][cH:36][cH:37]1>>[CH3:1][c:2]1[cH:3][c:4]2[c:10]([s:11]1)[NH:9][c:8]1[c:7]([cH:15][cH:14][cH:13][cH:12]1)[N:6]=[C:5]2[N:30]1[CH2:29][CH2:28][NH:27][CH:26]([CH2:25][CH2:24][S:23][c:17]2[cH:18][cH:19][cH:20][cH:21][cH:22]2)[CH2:31]1. Reactants: [H-].[Na+] (NaH), OC1=CC=C(C=C1)NC(=O)C=1C(N(N(C1C)C)C1=CC=CC=C1)=O (N-(4-hydroxyphenyl)-1,5-dimethyl-3-oxo-2-phenyl-2,3-dihydro-1H-pyrazole-4-carboxamide), ClC=1C(=NC=CC1Cl)C(=O)N (3,4-dichloropicolinamide). Run in O (water), CS(=O)C (DMSO). Reaction conditions: time 30 minute. Yields the product ClC=1C(=NC=CC1OC1=CC=C(C=C1)NC(=O)C=1C(N(N(C1C)C)C1=CC=CC=C1)=O)C(=O)N (3-chloro-4-(4-(1,5-dimethyl-3-oxo-2-phenyl-2,3-dihydro-1H-pyrazole-4-carboxamido)phenoxy)picolinamide). The yield is 29.3%. Reaction SMILES: [OH:1][C:2]1[CH:7]=[CH:6][C:5]([NH:8][C:9]([C:11]2[C:12](=[O:24])[N:13]([C:18]3[CH:23]=[CH:22][CH:21]=[CH:20][CH:19]=3)[N:14]([CH3:17])[C:15]=2[CH3:16])=[O:10])=[CH:4][CH:3]=1.[H-].[Na+].[Cl:27][C:28]1[C:29]([C:35]([NH2:37])=[O:36])=[N:30][CH:31]=[CH:32][C:33]=1Cl>CS(C)=O.O>[Cl:27][C:28]1[C:29]([C:35]([NH2:37])=[O:36])=[N:30][CH:31]=[CH:32][C:33]=1[O:1][C:2]1[CH:7]=[CH:6][C:5]([NH:8][C:9]([C:11]2[C:12](=[O:24])[N:13]([C:18]3[CH:19]=[CH:20][CH:21]=[CH:22][CH:23]=3)[N:14]([CH3:17])[C:15]=2[CH3:16])=[O:10])=[CH:4][CH:3]=1 |f:1.2|. Procedure details: To a mixture of N-(4-hydroxyphenyl)-1,5-dimethyl-3-oxo-2-phenyl-2,3-dihydro-1H-pyrazole-4-carboxamide (356 mg, 1.1 mmol) in DMSO (4 mL) in a microwave vial was added NaH (88 mg, 2.2 mmol, 60% dispersed in mineral oil) at rt. The reaction was stirred at rt for 30 minutes, then 3,4-dichloropicolinamide (191 mg, 1.0 mmol) was added. The mixture was microwaved at 160° C. for 2 hours, then cooled to rt, and diluted with water (10 mL). The resulted mixture was extracted with ethyl acetate (30 mL×3). T... Reactants: CC(C)N1CC2(COc3ccc([N+](=O)[O-])cc3OC2)OC1=O, Cl, [K+], [Na+], C1COCCO1, [OH-], [OH-], O. Yields the product CC(C)NCC1(O)COc2ccc([N+](=O)[O-])cc2OC1. RXN SMILES: [CH:1]([CH3:2])([CH3:3])[N:4]1[C:5](=[O:22])[O:6][C:7]2([CH2:8]1)[CH2:9][O:10][c:11]1[c:12]([cH:15][cH:16][c:17]([N+:19](=[O:20])[O-:21])[cH:18]1)[O:13][CH2:14]2.[ClH:25].[K+:24].[Na+:27].[O:29]1[CH2:30][CH2:31][O:32][CH2:33][CH2:34]1.[OH-:23].[OH-:26].[OH2:28]>>[CH:1]([CH3:2])([CH3:3])[NH:4][CH2:8][C:7]1([OH:6])[CH2:9][O:10][c:11]2[c:12]([cH:15][cH:16][c:17]([N+:19](=[O:20])[O-:21])[cH:18]2)[O:13][CH2:14]1. RXN SMILES: [CH3:1][O:2][c:3]1[cH:18][cH:17][c:6]([CH2:7]\[N:8]=[C:9](\[c:11]2[n:16][cH:15][cH:14][n:13][cH:12]2)/[CH3:10])[cH:5][cH:4]1.N.OC=O>>[CH3:1][O:2][c:3]1[cH:18][cH:17][c:6]([CH2:7][NH:8][CH:9]([c:11]2[n:16][cH:15][cH:14][n:13][cH:12]2)[CH3:10])[cH:5][cH:4]1. Reactants: C(O)=O.N, c1nccnc1C(=NCc1ccc(cc1)OC)C. Product: COc1ccc(CNC(C)c2cnccn2)cc1. Reagents/catalysts: c1ccc(cc1)-c2c3ccccc3cc4ccccc24 (9-Phenylanthracene), C1-300. Solvent: C(Cl)Cl (dichloromethane). Run at temperature 70 celsius, time 18 hour.